Dataset: the Open Reaction Database (ORD), a public repository of structured organic reaction records. Task: describe an organic reaction: reactants, conditions, products, and yield The reactants are base, CC(C(=O)O)C1CN(C2=CC=CC=C12)C(=O)OC(C)(C)C (Methyl (RS)-(1-tert-Butoxycarbonyl-2,3-dihydro-1H-indol-3-yl)acetic acid), P(=O)([O-])([O-])[O-] (phosphate), [OH-].[Na+] (NaOH). Reaction conditions: temperature 25 celsius, time 120 hour. Product: C[C@@H](C(=O)O)C1CN(C2=CC=CC=C12)C(=O)OC(C)(C)C (methyl (R)-(1-tert-butoxycarbonyl-2,3-dihydro-1H-indol-3-yl)acetic acid). Reaction SMILES: [CH3:1][CH:2]([CH:6]1[C:14]2[C:9](=[CH:10][CH:11]=[CH:12][CH:13]=2)[N:8]([C:15]([O:17][C:18]([CH3:21])([CH3:20])[CH3:19])=[O:16])[CH2:7]1)[C:3]([OH:5])=[O:4].P([O-])([O-])([O-])=O.[OH-].[Na+]>>[CH3:1][C@H:2]([CH:6]1[C:14]2[C:9](=[CH:10][CH:11]=[CH:12][CH:13]=2)[N:8]([C:15]([O:17][C:18]([CH3:19])([CH3:21])[CH3:20])=[O:16])[CH2:7]1)[C:3]([OH:5])=[O:4] |f:2.3|. Procedure details: Methyl (RS)-(1-tert-Butoxycarbonyl-2,3-dihydro-1H-indol-3-yl)acetic acid (50 g, 0.17 mol) was mixed with Candida Antarctica Lipase (CAL, SP-435, Novo Nordisk, Denmark) (2.5 g) and subsequently added 0.1 M phosphate buffer (pH=7.0) (3 L) under vigorous stirring. The resulting mixture was stirred vigorously at 25° C. for 120 h, and the pH was maintained at 7 by the addition of 0.5 N NaOH. After addition of about 0.45 equivalent of base, filtering off the enzyme stopped the reaction. The enzyme was... Reactants: FC1=C(C=C2C(=NNC2=C1)C)\C=C(/C#N)\C(C)=O ((2E)-2-[(6-fluoro-3-methyl-1H-indazol-5-yl)methylidene]-3-oxobutanenitrile), NC(=CC#N)C(F)F (3-amino-4,4-difluorobut-2-enenitrile). The product is FC(C=1NC(=C(C(C1C#N)C=1C=C2C(=NNC2=CC1F)C)C#N)C)F (rac-2-(Difluoromethyl)-4-(6-fluoro-3-methyl-1H-indazol-5-yl)-6-methyl-1,4-dihydropyridine-3,5-dicarbonitrile). RXN SMILES: [F:1][C:2]1[CH:10]=[C:9]2[C:5]([C:6]([CH3:11])=[N:7][NH:8]2)=[CH:4][C:3]=1/[CH:12]=[C:13](/[C:16](=O)[CH3:17])\[C:14]#[N:15].[NH2:19][C:20]([CH:24]([F:26])[F:25])=[CH:21][C:22]#[N:23]>>[F:25][CH:24]([F:26])[C:20]1[NH:19][C:16]([CH3:17])=[C:13]([C:14]#[N:15])[CH:12]([C:3]2[CH:4]=[C:5]3[C:9](=[CH:10][C:2]=2[F:1])[NH:8][N:7]=[C:6]3[CH3:11])[C:21]=1[C:22]#[N:23]. Procedure: Following the procedure described for Example 1, 100 mg (0.411 mmol) (2E)-2-[(6-fluoro-3-methyl-1H-indazol-5-yl)methylidene]-3-oxobutanenitrile (Example 4A) were treated with 3-amino-4,4-difluorobut-2-enenitrile. The crude product was purified by preparative RP-HPLC (aceto-nitrile/water+0.1% TFA gradient, final mixture 90:10 v/v) to yield 50 mg (35% of th.) of the racemic title compound. Starting materials: CCOC(=O)C(CC)Oc1ccc(OCCc2nc(-c3ccccc3)oc2C)cc1, C1CCOC1, CCO, [Na+], [OH-]. Yields the product CCC(Oc1ccc(OCCc2nc(-c3ccccc3)oc2C)cc1)C(=O)O. RXN SMILES: [CH2:1]([CH3:2])[O:3][C:4]([CH:5]([CH2:6][CH3:7])[O:8][c:9]1[cH:10][cH:11][c:12]([O:15][CH2:16][CH2:17][c:18]2[n:19][c:20](-[c:24]3[cH:25][cH:26][cH:27][cH:28][cH:29]3)[o:21][c:22]2[CH3:23])[cH:13][cH:14]1)=[O:30].[CH2:36]1[O:37][CH2:38][CH2:39][CH2:40]1.[CH3:33][CH2:34][OH:35].[Na+:32].[OH-:31]>>[O:3]=[C:4]([CH:5]([CH2:6][CH3:7])[O:8][c:9]1[cH:10][cH:11][c:12]([O:15][CH2:16][CH2:17][c:18]2[n:19][c:20](-[c:24]3[cH:25][cH:26][cH:27][cH:28][cH:29]3)[o:21][c:22]2[CH3:23])[cH:13][cH:14]1)[OH:30]. Starting materials: C1CCOC1, O=C(c1ccc[nH]1)c1cc([N+](=O)[O-])ccc1Cl, O=C1CCC(=O)N1Br. The product is O=C(c1cc(Br)c[nH]1)c1cc([N+](=O)[O-])ccc1Cl. Reaction SMILES: [CH2:26]1[O:27][CH2:28][CH2:29][CH2:30]1.[Cl:1][c:2]1[c:3]([C:11](=[O:12])[c:13]2[nH:14][cH:15][cH:16][cH:17]2)[cH:4][c:5]([N+:8](=[O:9])[O-:10])[cH:6][cH:7]1.[O:18]=[C:19]1[N:20]([Br:25])[C:21](=[O:22])[CH2:23][CH2:24]1>>[Cl:1][c:2]1[c:3]([C:11](=[O:12])[c:13]2[nH:14][cH:15][c:16]([Br:25])[cH:17]2)[cH:4][c:5]([N+:8](=[O:9])[O-:10])[cH:6][cH:7]1.